From a dataset of the Open Reaction Database (ORD), a public repository of structured organic reaction records. describe an organic reaction: reactants, conditions, products, and yield Reactants: Nc1cnc(Br)cn1, C1CCNC1, CCOC(C)=O. The product is Nc1cnc(N2CCCC2)cn1. RXN SMILES: [Br:1][c:2]1[n:3][cH:4][c:5]([NH2:8])[n:6][cH:7]1.[CH2:9]1[CH2:10][CH2:11][NH:12][CH2:13]1.[CH3:14][CH2:15][O:16][C:17](=[O:18])[CH3:19]>>[c:2]1([N:12]2[CH2:11][CH2:10][CH2:9][CH2:13]2)[n:3][cH:4][c:5]([NH2:8])[n:6][cH:7]1.